Dataset: the Open Reaction Database (ORD), a public repository of structured organic reaction records. Task: describe an organic reaction: reactants, conditions, products, and yield Starting materials: [OH-].[Na+] (sodium hydroxide), ClC1=C(CNC(OC)=O)C=C(C=C1)CC#N (methyl N-(2-chloro-5-cyanomethylbenzyl)carbamate), C(C)O (ethanol), N(=O)OC(C)(C)C (t-butyl nitrite). The solvent is C(C)(=O)OCC (ethyl acetate), O (water). Conditions: time 72 hour. The product is ClC1=C(C=C(C=C1)C(C#N)=NO)CNC(=O)OC (2-[4-chloro-3-(methoxycarbonylaminomethyl)phenyl]-2-hydroxyiminoacetonitrile). Isolated yield 68.4%. RXN SMILES: [OH-].[Na+].[Cl:3][C:4]1[CH:15]=[CH:14][C:13]([CH2:16][C:17]#[N:18])=[CH:12][C:5]=1[CH2:6][NH:7][C:8](=[O:11])[O:9][CH3:10].C(O)C.[N:22](OC(C)(C)C)=[O:23]>C(OCC)(=O)C.O>[Cl:3][C:4]1[CH:15]=[CH:14][C:13]([C:16](=[N:22][OH:23])[C:17]#[N:18])=[CH:12][C:5]=1[CH2:6][NH:7][C:8]([O:9][CH3:10])=[O:11] |f:0.1|. Reported procedure: 0.15 g of sodium hydroxide and 0.60 g of methyl N-(2-chloro-5-cyanomethylbenzyl)carbamate were added to 5 ml of ethanol, and 0.40 g of t-butyl nitrite was added to the mixture at room temperature, followed by stirring for 72 hours. After completion of the reaction, the reaction solution was poured into water, extraction with ethyl acetate was carried out, followed by washing with water, and the organic layer was dried over anhydrous magnesium sulfate. The solvent was distilled off under reduced ...